Dataset: the Open Reaction Database (ORD), a public repository of structured organic reaction records. Task: describe an organic reaction: reactants, conditions, products, and yield Starting materials: Cl.N[C@H](CCSC)C(=O)O (D-methionine hydrochloride), NC(CCSC)C(=O)O (DL-methionine), C(C1=CC=CC=C1)=O (benzaldehyde), Cl (hydrochloric acid). Solvent: C(CC)(=O)O (propionic acid). Conditions: temperature 100 celsius, time 2 hour. Product: Cl.NC(CCSC)C(=O)O (DL-methionine hydrochloride). Yield: 103.3%. Reaction SMILES: [ClH:1].[NH2:2][C@@H:3]([C:8]([OH:10])=[O:9])[CH2:4][CH2:5][S:6][CH3:7].NC(C(O)=O)CCSC.C(=O)C1C=CC=CC=1.Cl>C(O)(=O)CC>[ClH:1].[NH2:2][CH:3]([C:8]([OH:10])=[O:9])[CH2:4][CH2:5][S:6][CH3:7] |f:0.1,6.7|. Procedure details: A mixture of 3 g of D-methionine hydrochloride, 50 ml of propionic acid, 0.48 g of DL-methionine (0.2 mole per mole of D-methionine hydrochloride) and 0.16 ml of benzaldehyde (0.1 mole per mole of D-methionine hydrochloride) was stirred at 100° C. for 2 hours. After the reaction, 0.34 g of 35% hydrochloric acid was added to the mixture, and said mixture was ice-cooled. The crystalline precipitates were collected by filtration, and then washed with acetone. 3.10 g of DL-methionine hydrochloride w... Reactants: ClC1=C(C=CC=C1)C=1C(N(C=C(C1)C1=NC=CC=C1)C1=CC=C(C=C1)OC)=O (3-(2-Chlorophenyl)-5-(2-pyridyl)-1-(4-methoxyphenyl)-1,2-dihydropyridin-2-one). The solvent is Br (hydrobromic acid), C([O-])(O)=O.[Na+] (sodium bicarbonate). Yields the product ClC1=C(C=CC=C1)C=1C(N(C=C(C1)C1=NC=CC=C1)C1=CC=C(C=C1)O)=O (3-(2-Chlorophenyl)-5-(2-pyridyl)-1-(4-hydroxyphenyl)-1,2-dihydropyridin-2-one). Yield: 68.8%. RXN SMILES: [Cl:1][C:2]1[CH:7]=[CH:6][CH:5]=[CH:4][C:3]=1[C:8]1[C:9](=[O:28])[N:10]([C:20]2[CH:25]=[CH:24][C:23]([O:26]C)=[CH:22][CH:21]=2)[CH:11]=[C:12]([C:14]2[CH:19]=[CH:18][CH:17]=[CH:16][N:15]=2)[CH:13]=1>Br.C(=O)(O)[O-].[Na+]>[Cl:1][C:2]1[CH:7]=[CH:6][CH:5]=[CH:4][C:3]=1[C:8]1[C:9](=[O:28])[N:10]([C:20]2[CH:21]=[CH:22][C:23]([OH:26])=[CH:24][CH:25]=2)[CH:11]=[C:12]([C:14]2[CH:19]=[CH:18][CH:17]=[CH:16][N:15]=2)[CH:13]=1 |f:2.3|. Reported procedure: 3-(2-Chlorophenyl)-5-(2-pyridyl)-1-(4-methoxyphenyl)-1,2-dihydropyridin-2-one (440 mg) was dissolved in 5 ml of 48% hydrobromic acid and heated to reflux for 1 hours. After the reaction solution was allowed to cool at room temperature, it was diluted with a saturated aqueous solution of sodium bicarbonate and extracted with ethyl acetate. The organic layer was washed with water and dried over anhydrous magnesium sulfate. The drying agent was filtered off and the filtrate was concentrated in vacu... Starting materials: [OH-].[Na+] (sodium hydroxide), S(=O)(=O)(O)O.C(C)NC(=N)N (ethylguanidine sulfate), S(=O)(=O)([O-])[O-].[Na+].[Na+] (sodium sulfate), COC1=C(C=CC=C1)CC(=O)Cl (2-methoxyphenylacetyl chloride). The solvent is CC(=O)C (acetone), CC(=O)C (acetone). Conditions: time 1 hour. Yields the product COC1=C(C=CC=C1)CC(=O)NC(=N)NCC (1-(2-methoxyphenylacetyl)-3-ethylguanidine). As a reaction SMILES: [OH-].[Na+].S(O)(O)(=O)=O.[CH2:8]([NH:10][C:11]([NH2:13])=[NH:12])[CH3:9].S([O-])([O-])(=O)=O.[Na+].[Na+].[CH3:21][O:22][C:23]1[CH:28]=[CH:27][CH:26]=[CH:25][C:24]=1[CH2:29][C:30](Cl)=[O:31]>CC(C)=O>[CH3:21][O:22][C:23]1[CH:28]=[CH:27][CH:26]=[CH:25][C:24]=1[CH2:29][C:30]([NH:13][C:11]([NH:10][CH2:8][CH3:9])=[NH:12])=[O:31] |f:0.1,2.3,4.5.6|. Procedure: 8.80 g of a 50% aqueous sodium hydroxide solution, ethylguanidine sulfate (14.98 g) and 100 ml of acetone, are stirred for 21/2 hrs at RT. The resulting mixture is treated with anhydrous sodium sulfate (6.0 g) and stirring continued for 1 hr. A solution of 2-methoxyphenylacetyl chloride (9.23 g) in 50 ml of acetone is added to the mixture dropwise and stirring is continued overnight at RT. The reaction mixture is filtered, the filtrate diluted with 100 ml of saturated aqueous sodium bicarbonate ...